Dataset: the Open Reaction Database (ORD), a public repository of structured organic reaction records. Task: describe an organic reaction: reactants, conditions, products, and yield The reactants are C1(=CC=C(C=C1)S(=O)(=O)OCCC1(OCCC=2N=C(SC21)C2=CC=CC=C2)C)C (4-[2-(p-toluenesulfonyloxy)ethyl]-6,7-dihydro-4-methyl-2-phenyl-4H-pyrano[4,3-d]thiazole), [Br-].[Li+] (lithium bromide). Solvent: CC(=O)C (acetone). The product is BrCCC1(OCCC=2N=C(SC21)C2=CC=CC=C2)C (4-(2-bromoethyl)-6,7-dihydro-4-methyl-2-phenyl-4H-pyrano[4,3-d]thiazole). Reaction SMILES: C1(C)C=CC(S(O[CH2:11][CH2:12][C:13]2([CH3:28])[C:21]3[S:20][C:19]([C:22]4[CH:27]=[CH:26][CH:25]=[CH:24][CH:23]=4)=[N:18][C:17]=3[CH2:16][CH2:15][O:14]2)(=O)=O)=CC=1.[Br-:30].[Li+]>CC(C)=O>[Br:30][CH2:11][CH2:12][C:13]1([CH3:28])[C:21]2[S:20][C:19]([C:22]3[CH:27]=[CH:26][CH:25]=[CH:24][CH:23]=3)=[N:18][C:17]=2[CH2:16][CH2:15][O:14]1 |f:1.2|. Procedure details: A mixture of 4-[2-(p-toluenesulfonyloxy)ethyl]-6,7-dihydro-4-methyl-2-phenyl-4H-pyrano[4,3-d]thiazole (16 g, 37.2 mmoles, described above), and lithium bromide (16 g) in dry acetone (100 ml) is heated at reflux temperature for two hr. The solvent is removed under reduced pressure, water is added and the aqueous solution is extracted with ether. The ether solution is washed with water, dried over sodium sulfate, treated with charcoal and evaporated under reduced pressure to give 4-(2-bromoethyl)-... The reactants are O=C1CCc2cccc(Br)c2C1, [BH3-]C#N, CC(=O)[O-], CNC, CC#N, Cl, [Na+], [Na+]. Yields the product CN(C)C1CCc2cccc(Br)c2C1. RXN SMILES: [Br:1][c:2]1[cH:3][cH:4][cH:5][c:6]2[c:11]1[CH2:10][C:9](=[O:12])[CH2:8][CH2:7]2.[C:18]([BH3-:19])#[N:20].[CH3:14][C:15](=[O:16])[O-:17].[CH3:23][NH:24][CH3:25].[CH3:26][C:27]#[N:28].[ClH:22].[Na+:13].[Na+:21]>>[Br:1][c:2]1[cH:3][cH:4][cH:5][c:6]2[c:11]1[CH2:10][CH:9]([N:24]([CH3:23])[CH3:25])[CH2:8][CH2:7]2. The reactants are C(C)OC(=O)C=1C(N(C2=CC(=CN=C2C1O)CC1=CC=C(C=C1)F)CCCN1C(CCC1=O)=O)=O (ethyl1-[3-(2,5-dioxo-1-pyrrolidinyl)propyl]-7-[(4-fluorophenyl)methyl]-4-hydroxy-2-oxo-1,2-dihydro-1,5-naphthyridine-3-carboxylate), C(O)CN (ethanolamine). Yields the product O=C1N(C(CC1)=O)CCCN1C(C(=C(C2=NC=C(C=C12)CC1=CC=C(C=C1)F)O)C(=O)NCCO)=O (1-[3-(2,5-dioxo-1-pyrrolidinyl)propyl]-7-[(4-fluorophenyl)methyl]-4-hydroxy-N-(2-hydroxyethyl)-2-oxo-1,2-dihydro-1,5-naphthyridine-3-carboxamide). Reaction SMILES: C(O[C:4]([C:6]1[C:7](=[O:35])[N:8]([CH2:25][CH2:26][CH2:27][N:28]2[C:32](=[O:33])[CH2:31][CH2:30][C:29]2=[O:34])[C:9]2[C:14]([C:15]=1[OH:16])=[N:13][CH:12]=[C:11]([CH2:17][C:18]1[CH:23]=[CH:22][C:21]([F:24])=[CH:20][CH:19]=1)[CH:10]=2)=[O:5])C.[CH2:36]([CH2:38][NH2:39])[OH:37]>>[O:34]=[C:29]1[CH2:30][CH2:31][C:32](=[O:33])[N:28]1[CH2:27][CH2:26][CH2:25][N:8]1[C:9]2[C:14](=[N:13][CH:12]=[C:11]([CH2:17][C:18]3[CH:19]=[CH:20][C:21]([F:24])=[CH:22][CH:23]=3)[CH:10]=2)[C:15]([OH:16])=[C:6]([C:4]([NH:39][CH2:38][CH2:36][OH:37])=[O:5])[C:7]1=[O:35]. Reported procedure: This compound was prepared from ethyl1-[3-(2,5-dioxo-1-pyrrolidinyl)propyl]-7-[(4-fluorophenyl)methyl]-4-hydroxy-2-oxo-1,2-dihydro-1,5-naphthyridine-3-carboxylate and ethanolamine employing methods similar to those described in Example 202 and was obtained as a white solid. 1H NMR (400 MHz, CDCl3) δ 10.36 (t, J=5.3 Hz, 1 H), 8.55 (d, J=1.2 Hz, 1 H), 7.34 (s, 1 H), 7.19 (dd, J=8.5, 5.4 Hz, 2 H), 7.04 (t, J=8.5 Hz, 2 H), 4.17-4.13 (m, 4 H), 3.85 (t, J=5.0 Hz, 2 H), 3.63 (m, 2 H), 3.56 (t, J=7.1 Hz...